From a dataset of the Open Reaction Database (ORD), a public repository of structured organic reaction records. describe an organic reaction: reactants, conditions, products, and yield The reactants are CC1=NC=2N(C(=C1)NC1=CC=C(C=C1)C(F)(F)F)N=C(N2)S(=O)(=O)C (5-methyl-2-(methylsulfonyl)-N-[4-(trifluoromethyl)phenyl][1,2,4]triazolo[1,5-a]pyrimidin-7-amine), [O-]CC.[Na+] (sodium ethoxide). The solvent is C(C)O (ethanol). Conditions: temperature 120 celsius. Product: C(C)OC1=NN2C(N=C(C=C2NC2=CC=C(C=C2)C(F)(F)F)C)=N1 (2-(ethyloxy)-5-methyl-N-[4-(trifluoromethyl)phenyl][1,2,4]triazolo[1,5-a]pyrimidin-7-amine). As a reaction SMILES: [CH3:1][C:2]1[CH:7]=[C:6]([NH:8][C:9]2[CH:14]=[CH:13][C:12]([C:15]([F:18])([F:17])[F:16])=[CH:11][CH:10]=2)[N:5]2[N:19]=[C:20](S(C)(=O)=O)[N:21]=[C:4]2[N:3]=1.[O-:26][CH2:27][CH3:28].[Na+]>C(O)C>[CH2:27]([O:26][C:20]1[N:21]=[C:4]2[N:3]=[C:2]([CH3:1])[CH:7]=[C:6]([NH:8][C:9]3[CH:14]=[CH:13][C:12]([C:15]([F:18])([F:17])[F:16])=[CH:11][CH:10]=3)[N:5]2[N:19]=1)[CH3:28] |f:1.2|. Procedure: Intermediate 16 (0.14 g, 0.377 mmol) was added to sodium ethoxide (ALDRICH, 0.077 g, 1.131 mmol) in ethanol (3 mL). The mixture was heated under microwave irradiation at 120° C. for 30 minutes. Solvent was removed under vacuum to yield a yellowish residue which was purified by flash chromatography (Si, eluting with a 90:10% DCM: MeOH mixture) to yield the title compound as a beige solid. The reactants are C(C)(C)(C)OC(=O)N1[C@@H](CC(C1)=NOCC)C(=O)O ((2S,4EZ)-1-(tert-butoxycarbonyl)-4-(ethoxyimino)-2-pyrrolidinecarboxylic acid), ClC1=CC(=CC(=C1)N=C=O)Cl (1,3-dichloro-5-isocyanatobenzene), N1(C=CC=C1)C1=C(C=CC=C1)N (2-(1H-pyrrol-1-yl)phenylamine). Yields the product ClC=1C=C(C=C(C1)Cl)NC(=O)N1[C@@H](CC(C1)=NOCC)C(=O)NC1=C(C=CC=C1)N1C=CC=C1 ((2S,4EZ)-N1-(3,5-dichlorophenyl)-4-(ethoxyimino)-N2-[2-(1H-pyrrol-1-yl)phenyl]-1,2-pyrrolidinedicarboxamide). RXN SMILES: C(O[C:6]([N:8]1[CH2:12][C:11](=[N:13][O:14][CH2:15][CH3:16])[CH2:10][C@H:9]1[C:17]([OH:19])=O)=[O:7])(C)(C)C.[Cl:20][C:21]1[CH:26]=[C:25]([N:27]=C=O)[CH:24]=[C:23]([Cl:30])[CH:22]=1.[N:31]1([C:36]2[CH:41]=[CH:40][CH:39]=[CH:38][C:37]=2[NH2:42])[CH:35]=[CH:34][CH:33]=[CH:32]1>>[Cl:20][C:21]1[CH:26]=[C:25]([NH:27][C:6]([N:8]2[CH2:12][C:11](=[N:13][O:14][CH2:15][CH3:16])[CH2:10][C@H:9]2[C:17]([NH:42][C:37]2[CH:38]=[CH:39][CH:40]=[CH:41][C:36]=2[N:31]2[CH:35]=[CH:34][CH:33]=[CH:32]2)=[O:19])=[O:7])[CH:24]=[C:23]([Cl:30])[CH:22]=1. Procedure details: Following the general method as outlined in Example 22, starting from (2S,4EZ)-1-(tert-butoxycarbonyl)-4-(ethoxyimino)-2-pyrrolidinecarboxylic acid, 1,3-dichloro-5-isocyanatobenzene, and 2-(1H-pyrrol-1-yl)phenylamine the title compound was obtained in 54% purity by LC/MS. MS(ESI+): m/z=500.6. Starting materials: BrCCCCCCOC(=O)C1CCC(CC1)C1CCC(CC1)CCCCC (4′-pentyl-bicyclohexyl-4-carboxylic acid 6-bromo-hexyl ester), O (water), C(C(=C)C)(=O)O (methacrylic acid), ice, [H-].[Na+] (sodium hydride). Solvent: CN(C=O)C (dimethylformamide), CN(C=O)C (dimethylformamide), CN(C=O)C (dimethylformamide). Run at time 1 hour. Product: CC(C(=O)OCCCCCCOC(=O)C1CCC(CC1)C1CCC(CC1)CCCCC)=C (4′-Pentyl-bicyclohexyl-4-carboxylic acid 6-(2-methyl-acryloyloxy)-hexyl ester). RXN SMILES: [C:1]([OH:6])(=[O:5])[C:2]([CH3:4])=[CH2:3].[H-].[Na+].Br[CH2:10][CH2:11][CH2:12][CH2:13][CH2:14][CH2:15][O:16][C:17]([CH:19]1[CH2:24][CH2:23][CH:22]([CH:25]2[CH2:30][CH2:29][CH:28]([CH2:31][CH2:32][CH2:33][CH2:34][CH3:35])[CH2:27][CH2:26]2)[CH2:21][CH2:20]1)=[O:18].O>CN(C)C=O>[CH3:3][C:2](=[CH2:4])[C:1]([O:6][CH2:10][CH2:11][CH2:12][CH2:13][CH2:14][CH2:15][O:16][C:17]([CH:19]1[CH2:20][CH2:21][CH:22]([CH:25]2[CH2:30][CH2:29][CH:28]([CH2:31][CH2:32][CH2:33][CH2:34][CH3:35])[CH2:27][CH2:26]2)[CH2:23][CH2:24]1)=[O:18])=[O:5] |f:1.2|. Procedure details: A solution of methacrylic acid (3.6 g, 41.8 mmol) in dimethylformamide (30 ml) is added dropwise to an ice cooled slurry of sodium hydride (60% suspension in paraffin oil) (1.5 g, 37.5 mmol) in dimethylformamide (50 ml). Once addition is complete, the mixture is allowed to warm to room temperature and is stirred for 1 h, the intermediate 4′-pentyl-bicyclohexyl-4-carboxylic acid 6-bromo-hexyl ester (15.0 g, 33.8 mmol) in dimethylformamide (100 ml) is added dropwise. The mixture is stirred at 50° ... Reactants: Cl.Cl.N12C[C@@H](C(CC1)CC2)N ((R)-1-azabicyclo[2.2.2]oct-3-ylamine dihydrochloride), [N+](=O)([O-])C1=CC=C(C=C1)/C=C/C(=O)O (E-3-(4-nitrophenyl)propenoic acid). Product: N12C[C@@H](C(CC1)CC2)NC(\C=C\C2=CC=C(C=C2)[N+](=O)[O-])=O ((R)-N-(1-Azabicyclo[2.2.2]oct-3-yl)[E-3-(4-nitrophenyl)propenamide]). Reaction SMILES: Cl.Cl.[N:3]12[CH2:10][CH2:9][CH:6]([CH2:7][CH2:8]1)[C@@H:5]([NH2:11])[CH2:4]2.[N+:12]([C:15]1[CH:20]=[CH:19][C:18](/[CH:21]=[CH:22]/[C:23](O)=[O:24])=[CH:17][CH:16]=1)([O-:14])=[O:13]>>[N:3]12[CH2:10][CH2:9][CH:6]([CH2:7][CH2:8]1)[C@@H:5]([NH:11][C:23](=[O:24])/[CH:22]=[CH:21]/[C:18]1[CH:17]=[CH:16][C:15]([N+:12]([O-:14])=[O:13])=[CH:20][CH:19]=1)[CH2:4]2 |f:0.1.2|. Procedure: Prepared as free base by a method analogous to that described in Example 1 from (R)-1-azabicyclo[2.2.2]oct-3-ylamine dihydrochloride and E-3-(4-nitrophenyl)propenoic acid; MS (ES+) 302 (MH+). Starting materials: Br, COCCOC, CN(C)CCC[Mg+], [Cl-], N#Cc1ccc(C(=O)c2ccc(F)cc2)c(CCl)c1. The product is CN(C)CCCC1(c2ccc(F)cc2)OCc2cc(C#N)ccc21. RXN SMILES: [BrH:28].[CH3:29][O:30][CH2:31][CH2:32][O:33][CH3:34].[CH3:2][N:3]([CH2:4][CH2:5][CH2:6][Mg+:7])[CH3:8].[Cl-:1].[Cl:9][CH2:10][c:11]1[cH:12][c:13]([C:14]#[N:15])[cH:16][cH:17][c:18]1[C:19]([c:20]1[cH:21][cH:22][c:23]([F:26])[cH:24][cH:25]1)=[O:27]>>[CH3:2][N:3]([CH2:4][CH2:5][CH2:6][C:19]1([c:20]2[cH:21][cH:22][c:23]([F:26])[cH:24][cH:25]2)[c:18]2[c:11]([cH:12][c:13]([C:14]#[N:15])[cH:16][cH:17]2)[CH2:10][O:27]1)[CH3:8]. The reactants are FC=1C=C(C=O)C=CC1C(F)(F)F (3-fluoro-4-(trifluoromethyl)benzaldehyde), CC(C)(C)[S@](=O)N ((S)-2-methylpropane-2-sulfinamide). Reagents/catalysts: S(=O)(=O)([O-])[O-].[Cu+2] (copper (II) sulfate). Run in C(Cl)Cl (DCM). Conditions: time 20 hour. Yields the product FC=1C=C(\C=N\[S@@](=O)C(C)(C)C)C=CC1C(F)(F)F ((S,E)-N-(3-fluoro-4-(trifluoromethyl)benzylidene)-2-methylpropane-2-sulfinamide). RXN SMILES: [F:1][C:2]1[CH:3]=[C:4]([CH:7]=[CH:8][C:9]=1[C:10]([F:13])([F:12])[F:11])[CH:5]=O.[CH3:14][C:15]([S@@:18]([NH2:20])=[O:19])([CH3:17])[CH3:16]>C(Cl)Cl.S([O-])([O-])(=O)=O.[Cu+2]>[F:1][C:2]1[CH:3]=[C:4]([CH:7]=[CH:8][C:9]=1[C:10]([F:13])([F:12])[F:11])/[CH:5]=[N:20]/[S@:18]([C:15]([CH3:17])([CH3:16])[CH3:14])=[O:19] |f:3.4|. Procedure details: To a solution of 3-fluoro-4-(trifluoromethyl)benzaldehyde (5.7 g, 29.7 mmol) in DCM (60 mL) was added (S)-2-methylpropane-2-sulfinamide (7.19 g, 59.3 mmol) and copper (II) sulfate (18.94 g, 119 mmol). The suspension was stirred at rt under N2 for 20 h. The suspension was then filtered through Celite® brand filter agent, and the solids were washed with DCM (2×20 mL). The filtrates were concentrated and purified by ISCO (120 g, SiO2, 10-50% EtOAc/hexanes) to give (S,E)-N-(3-fluoro-4-(trifluorometh... Reactants: C1(=CC=CC=C1)C=NN1C(N(CC1)CCCCI)=O (1-phenylmethyleneamino-3-(4-iodobutyl)-2-imidazolidinone), Cl.CNC (dimethylamine hydrochloride), C[O-].[Na+] (Sodium methoxide). Solvent: CN(C=O)C (dimethylformamide). Reaction conditions: time 2 hour. Product: C1(=CC=CC=C1)C=NN1C(N(CC1)CCCCN(C)C)=O (1-phenylmethyleneamino-3-[4-(dimethylamino)butyl]-2-imidazolidinone). Yield: 84.7%. RXN SMILES: [C:1]1([CH:7]=[N:8][N:9]2[CH2:13][CH2:12][N:11]([CH2:14][CH2:15][CH2:16][CH2:17]I)[C:10]2=[O:19])[CH:6]=[CH:5][CH:4]=[CH:3][CH:2]=1.Cl.[CH3:21][NH:22][CH3:23].C[O-].[Na+]>CN(C)C=O>[C:1]1([CH:7]=[N:8][N:9]2[CH2:13][CH2:12][N:11]([CH2:14][CH2:15][CH2:16][CH2:17][N:22]([CH3:23])[CH3:21])[C:10]2=[O:19])[CH:6]=[CH:5][CH:4]=[CH:3][CH:2]=1 |f:1.2,3.4|. Reported procedure: A stirred solution of 1-phenylmethyleneamino-3-(4-iodobutyl)-2-imidazolidinone (prepared as described in Example B, Part II) (7.0 g, 0.0189 mole), dimethylformamide (125 ml), and dimethylamine hydrochloride (6.15 g, 0.075 mole) is heated on a steam bath. Sodium methoxide (4.05 g, 0.075 mole) is added portionwise over approximately 2 hours while heating. After addition, heating is continued 2 hours, then the mixture is cooled to ambient temperature. The mixture is concentrated under reduced press... Reactants: O (Water), [H-].[Na+] (sodium hydride), BrC1=C(SC=C1)C=1SC2=C(N1)C=C(C=C2)C(F)(F)F (2-(3-bromothiophen-2-yl)-5-(trifluoromethyl)benzothiazole), C(C)S (ethanethiol). The solvent is CN1CCCC1=O (NMP). Run at time 1 hour. Yields the product C(C)SC1=C(SC=C1)C=1SC2=C(N1)C=C(C=C2)C(F)(F)F (2-(3-ethylthiothiophen-2-yl)-5-(trifluoromethyl)benzothiazole). RXN SMILES: [H-].[Na+].Br[C:4]1[CH:8]=[CH:7][S:6][C:5]=1[C:9]1[S:10][C:11]2[CH:17]=[CH:16][C:15]([C:18]([F:21])([F:20])[F:19])=[CH:14][C:12]=2[N:13]=1.[CH2:22]([SH:24])[CH3:23].O>CN1C(=O)CCC1>[CH2:22]([S:24][C:4]1[CH:8]=[CH:7][S:6][C:5]=1[C:9]1[S:10][C:11]2[CH:17]=[CH:16][C:15]([C:18]([F:21])([F:20])[F:19])=[CH:14][C:12]=2[N:13]=1)[CH3:23] |f:0.1|. Procedure details: 0.11 g of sodium hydride (60%) was added to a solution of 0.65 g of 2-(3-bromothiophen-2-yl)-5-(trifluoromethyl)benzothiazole and 0.15 ml of ethanethiol in NMP 6 ml 0° C., and the mixture was stirred at room temperature for 1 hour. Water was poured into the reaction mixture, and the mixture was extracted with ethyl acetate. The organic layer was washed with a 10% aqueous hydrochloric acid solution and a saturated aqueous salt solution and dried over anhydrous sodium sulfate, then concentrated un...